From a dataset of the Open Reaction Database (ORD), a public repository of structured organic reaction records. describe an organic reaction: reactants, conditions, products, and yield Reactants: FC(C(C1=CC(=CC=C1)C(F)(F)F)NC(=O)C=1OC2=C(C1)C=CC(=C2)C(=O)O)(F)F (2-({2,2,2-trifluoro-1-[3-(trifluoromethyl)phenyl]ethyl}carbamoyl)-1-benzofuran-6-carboxylic acid), Cl (hydrochloric acid), O.[Cl-].COC1=NC(=NC(=N1)OC)[N+]1(CCOCC1)C (4-(4,6-dimethoxy[1.3.5]triazin-2-yl)-4-methylmorpholinium chloride hydrate), C1(CC1)N (cyclopropylamine). The solvent is CN(C=O)C (N,N-dimethylformamide). Reaction conditions: temperature 50 celsius, time 8 hour. Yields the product C1(CC1)NC(=O)C1=CC2=C(C=C(O2)C(=O)NC(C(F)(F)F)C2=CC(=CC=C2)C(F)(F)F)C=C1 (N6-Cyclopropyl-N2-{2,2,2-trifluoro-1-[3-(trifluoromethyl)phenyl]ethyl}-1-benzofuran-2,6-dicarboxamide). RXN SMILES: [F:1][C:2]([F:30])([F:29])[CH:3]([NH:14][C:15]([C:17]1[O:18][C:19]2[CH:25]=[C:24]([C:26](O)=[O:27])[CH:23]=[CH:22][C:20]=2[CH:21]=1)=[O:16])[C:4]1[CH:9]=[CH:8][CH:7]=[C:6]([C:10]([F:13])([F:12])[F:11])[CH:5]=1.O.[Cl-].COC1N=C(OC)N=C([N+]2(C)CCOCC2)N=1.[CH:50]1([NH2:53])[CH2:52][CH2:51]1.Cl>CN(C)C=O>[CH:50]1([NH:53][C:26]([C:24]2[CH:23]=[CH:22][C:20]3[CH:21]=[C:17]([C:15]([NH:14][CH:3]([C:4]4[CH:9]=[CH:8][CH:7]=[C:6]([C:10]([F:12])([F:11])[F:13])[CH:5]=4)[C:2]([F:30])([F:1])[F:29])=[O:16])[O:18][C:19]=3[CH:25]=2)=[O:27])[CH2:52][CH2:51]1 |f:1.2.3|. Reported procedure: A solution of 2-({2,2,2-trifluoro-1-[3-(trifluoromethyl)phenyl]ethyl}carbamoyl)-1-benzofuran-6-carboxylic acid (100 mg, 0.21 mmol) in N,N-dimethylformamide (1 ml) was admixed with 4-(4,6-dimethoxy[1.3.5]triazin-2-yl)-4-methylmorpholinium chloride hydrate (100 mg, 0.46 mmol) and cyclopropylamine (36 mg, 0.63 mmol), and stirred in a closed vessel at 50° C. overnight. The cooled reaction solution was admixed with hydrochloric acid (1 M) and extracted with ethyl acetate. The organic phase was washed... The reactants are CC(C)(C)OC(=O)N1CCN(S(=O)(=O)c2cccs2)CC1, CO, CCOCC, ClCCl, Cl. The product is Cl, O=S(=O)(c1cccs1)N1CCNCC1. RXN SMILES: [C:1]([O:2][C:3](=[O:4])[N:8]1[CH2:9][CH2:10][N:11]([S:14](=[O:15])(=[O:16])[c:17]2[s:18][cH:19][cH:20][cH:21]2)[CH2:12][CH2:13]1)([CH3:5])([CH3:6])[CH3:7].[CH3:23][OH:24].[CH3:28][CH2:29][O:30][CH2:31][CH3:32].[Cl:25][CH2:26][Cl:27].[ClH:22]>>[ClH:22].[NH:8]1[CH2:9][CH2:10][N:11]([S:14](=[O:15])(=[O:16])[c:17]2[s:18][cH:19][cH:20][cH:21]2)[CH2:12][CH2:13]1. Reactants: Cc1ccccc1Br, Cc1cccc(C)c1B(O)O, COc1ccc(S(=O)(=O)[O-])c(OC)c1-c1ccccc1P(C1CCCCC1)C1CCCCC1, [K+], [K+], [Na+], O=C([O-])[O-], CC(=O)[O-], CC(=O)[O-], O, [Pd+2]. Yields the product Cc1ccccc1-c1c(C)cccc1C. RXN SMILES: [Br:1][c:2]1[c:3]([CH3:8])[cH:4][cH:5][cH:6][cH:7]1.[CH3:9][c:10]1[c:11]([B:17]([OH:18])[OH:19])[c:12]([CH3:16])[cH:13][cH:14][cH:15]1.[CH:20]1([P:21]([CH:22]2[CH2:23][CH2:24][CH2:25][CH2:26][CH2:27]2)[c:28]2[cH:29][cH:30][cH:31][cH:32][c:33]2-[c:34]2[c:35]([O:36][CH3:37])[cH:38][cH:39][c:40]([S:41]([O-:42])(=[O:43])=[O:44])[c:45]2[O:46][CH3:47])[CH2:48][CH2:49][CH2:50][CH2:51][CH2:52]1.[K+:54].[K+:55].[Na+:53].[O-:56][C:57]([O-:58])=[O:59].[O-:61][C:62]([CH3:63])=[O:64].[O-:65][C:66]([CH3:67])=[O:68].[OH2:69].[Pd+2:60]>>[c:2]1(-[c:11]2[c:10]([CH3:9])[cH:15][cH:14][cH:13][c:12]2[CH3:16])[c:3]([CH3:8])[cH:4][cH:5][cH:6][cH:7]1. The reactants are C1CCOC1, C[Mg+], CCOC(C)=O, [Cl-], O=C(c1ccnc(Cl)n1)C1CC1. Yields the product CC(O)(c1ccnc(Cl)n1)C1CC1. As a reaction SMILES: [CH2:16]1[O:17][CH2:18][CH2:19][CH2:20]1.[CH3:14][Mg+:15].[CH3:21][CH2:22][O:23][C:24]([CH3:25])=[O:26].[Cl-:13].[Cl:1][c:2]1[n:3][cH:4][cH:5][c:6]([C:8](=[O:9])[CH:10]2[CH2:11][CH2:12]2)[n:7]1>>[Cl:1][c:2]1[n:3][cH:4][cH:5][c:6]([C:8]([OH:9])([CH:10]2[CH2:11][CH2:12]2)[CH3:14])[n:7]1. Procedure: The compound was prepared according to the procedure disclosed in Example 39c starting from ethyl 7-(4-benzylpiperazin-1-yl)benzofuran-2-carboxylate (1.0 g, 2.74 mmol) (Example 39b) and azetidine (0.20 mL, 3.02 mmol). Yield: 0.52 g (51%). Reactants: C(C)OC(=O)C=1OC2=C(C1)C=CC=C2N2CCN(CC2)CC2=CC=CC=C2 (7-(4-Benzyl-piperazin-1-yl)-benzofuran-2-carboxylic acid ethyl ester), N1CCC1 (azetidine). Product: N1(CCC1)C(=O)C=1OC2=C(C1)C=CC=C2N2CCN(CC2)CC2=CC=CC=C2 (Azetidin-1-yl(7-(4-benzylpiperazin-1-yl)benzofuran-2-yl)methanone). As a reaction SMILES: C([O:3][C:4]([C:6]1[O:7][C:8]2[C:14]([N:15]3[CH2:20][CH2:19][N:18]([CH2:21][C:22]4[CH:27]=[CH:26][CH:25]=[CH:24][CH:23]=4)[CH2:17][CH2:16]3)=[CH:13][CH:12]=[CH:11][C:9]=2[CH:10]=1)=O)C.[NH:28]1[CH2:31][CH2:30][CH2:29]1>>[N:28]1([C:4]([C:6]2[O:7][C:8]3[C:14]([N:15]4[CH2:20][CH2:19][N:18]([CH2:21][C:22]5[CH:23]=[CH:24][CH:25]=[CH:26][CH:27]=5)[CH2:17][CH2:16]4)=[CH:13][CH:12]=[CH:11][C:9]=3[CH:10]=2)=[O:3])[CH2:31][CH2:30][CH2:29]1. The reactants are P(Br)(Br)Br (phosphorus tribromide), BrC=1C=CC(=C(CO)C1)Cl (5-bromo-2-chlorobenzyl alcohol), O (water). Solvent: COCCOC (ethylene glycol dimethyl ether). Reaction conditions: time 1 hour. The product is BrC=1C=CC(=C(CBr)C1)Cl (5-bromo-2-chlorobenzyl bromide). The yield is 252.1%. RXN SMILES: [Br:1][C:2]1[CH:3]=[CH:4][C:5]([Cl:10])=[C:6]([CH:9]=1)[CH2:7]O.P(Br)(Br)[Br:12].O>COCCOC>[Br:1][C:2]1[CH:3]=[CH:4][C:5]([Cl:10])=[C:6]([CH:9]=1)[CH2:7][Br:12]. Procedure details: 20.0 g of 5-bromo-2-chlorobenzyl alcohol was dissolved in 100 ml of ethylene glycol dimethyl ether. To this solution, 9.4 g of phosphorus tribromide was added at −20° C., followed by stirring at room temperature for 1 hour. To the reaction solution, water was added, followed by extraction with toluene, and washing with an aqueous sodium hydrogencarbonate solution. The organic layer was dried over anhydrous magnesium sulfate. The solvent was distilled off under reduced pressure to obtain 24.9 g o...